This data is from the Open Reaction Database (ORD), a public repository of structured organic reaction records. The task is: describe an organic reaction: reactants, conditions, products, and yield Starting materials: C(C1=CC=CC=C1)NC(=O)C=1C(=NC(=NC1)SC)OCC1=CC(=C(C=C1)OC)Cl (N-benzyl-4-(3-chloro-4-methoxybenzyloxy)-2-(methylmercapto)pyrimidine-5-carboxamide), C1=CC(=CC(=C1)Cl)C(=O)OO (m-CPBA). The solvent is ClCCl (dichloromethane). The product is C(C1=CC=CC=C1)NC(=O)C=1C(=NC(=NC1)S(=O)C)OCC1=CC(=C(C=C1)OC)Cl (N-benzyl-4-(3-chloro-4-methoxybenzyloxy)-2-(methylsulfinyl) pyrimidine-5-carboxamide). Reaction SMILES: [CH2:1]([NH:8][C:9]([C:11]1[C:12]([O:19][CH2:20][C:21]2[CH:26]=[CH:25][C:24]([O:27][CH3:28])=[C:23]([Cl:29])[CH:22]=2)=[N:13][C:14]([S:17][CH3:18])=[N:15][CH:16]=1)=[O:10])[C:2]1[CH:7]=[CH:6][CH:5]=[CH:4][CH:3]=1.C1C=C(Cl)C=C(C(OO)=[O:38])C=1>ClCCl>[CH2:1]([NH:8][C:9]([C:11]1[C:12]([O:19][CH2:20][C:21]2[CH:26]=[CH:25][C:24]([O:27][CH3:28])=[C:23]([Cl:29])[CH:22]=2)=[N:13][C:14]([S:17]([CH3:18])=[O:38])=[N:15][CH:16]=1)=[O:10])[C:2]1[CH:7]=[CH:6][CH:5]=[CH:4][CH:3]=1. Procedure: N-benzyl-4-(3-chloro-4-methoxybenzyloxy)-2-(methylmercapto)pyrimidine-5-carboxamide (100 mg, 0.23 mmol) was dissolved in 10 mL of dichloromethane, m-CPBA (m-chloroperbenzoic acid, 40 mg, 0.23 mmol) was added and reacted at room temperature for 3 h, washed with water after the reaction is complete, extracted with dichloromethane, the organic layer was dried and dried by rotation to obtain yellow solid, and this product was directly used in the next reaction without purification. Reactants: C(C)(=O)[O-].[Na+] (sodium acetate), P(=O)(Cl)(Cl)Cl (phosphorus oxychloride), CN(C=O)C (dimethylformamide), CC=1N(C(=CC1)C)CCN1C(=CC=C1C)C (1,2-di-(2,5-dimethyl-pyrrol-1-yl)-ethane). The solvent is O (water), C(Cl)Cl (methylene chloride), ClCCCl (1,2-dichloroethane), ClCCCl (1,2-dichloroethane). Reaction conditions: temperature 10 celsius, time 15 minute. The product is CC=1N(C(=CC1C=O)C)CCN1C(=C(C=C1C)C=O)C (1,2-Di-(2,5-dimethyl-3-formyl-pyrrol-1-yl)-ethane). RXN SMILES: P(Cl)(Cl)(Cl)=O.CN(C)[CH:8]=[O:9].[CH3:11][C:12]1[N:13]([CH2:18][CH2:19][N:20]2[C:24]([CH3:25])=[CH:23][CH:22]=[C:21]2[CH3:26])[C:14]([CH3:17])=[CH:15][CH:16]=1.[C:27]([O-])(=[O:29])C.[Na+]>ClCCCl.O.C(Cl)Cl>[CH3:26][C:21]1[N:20]([CH2:19][CH2:18][N:13]2[C:14]([CH3:17])=[CH:15][C:16]([CH:8]=[O:9])=[C:12]2[CH3:11])[C:24]([CH3:25])=[CH:23][C:22]=1[CH:27]=[O:29] |f:3.4|. Procedure details: 8.7 ml (0.093 mol) of phosphorus oxychloride are slowly added dropwise to 7.2 ml (0.093 mol) of anhydrous dimethylformamide at 0° C. The mixture is stirred at 10° C. for 15 minutes, 10 ml of 1,2-dichloroethane are added, and 10 g (0.046 mol) of 1,2-di-(2,5-dimethyl-pyrrol-1-yl)-ethane in 40 ml of 1,2-dichloroethane are added dropwise at 5° C. After a reaction time of 15 hours at room temperature, 100 g of sodium acetate in 150 ml of water are added, the mixture is heated under reflux for 5 minut...